Dataset: the Open Reaction Database (ORD), a public repository of structured organic reaction records. Task: describe an organic reaction: reactants, conditions, products, and yield Product: CC1=CC(=NO1)NC(=O)C1=CN(C2=CC=CC=C2C1=O)C1=CC=CC=C1 (1,4-dihydro-N-(5-methyl-3-isoxazolyl)-4-oxo-1-phenyl-3-quinolinecarboxamide). Isolated yield 49.6%. Procedure: A solution of 6.0 g of 3-amino-5-methylisoxazole and 10 g of 1,2-dihydro-4-hydroxy-1-phenyl-3-quinolinecarboxylic acid, ethyl ester in 150 ml of toluene was refluxed for 16 hours in a soxhlet apparatus containing 10 g of 4 Å molecular sieves. The solution was cooled to room temperature, treated with 30 g of activated manganese dioxide, stirred for three hours at 30° C., and filtered. Evaporation of the volatiles afforded a residue which was purified by means of high pressure liquid chromatograph... Starting materials: NC1=NOC(=C1)C (3-amino-5-methylisoxazole), OC1=C(CN(C2=CC=CC=C12)C1=CC=CC=C1)C(=O)OCC (1,2-dihydro-4-hydroxy-1-phenyl-3-quinolinecarboxylic acid, ethyl ester). Reagents/catalysts: [O-2].[O-2].[Mn+4] (manganese dioxide). Reaction conditions: time 3 hour. Run in C1(=CC=CC=C1)C (toluene). Reaction SMILES: [NH2:1][C:2]1[CH:6]=[C:5]([CH3:7])[O:4][N:3]=1.[OH:8][C:9]1[C:18]2[C:13](=[CH:14][CH:15]=[CH:16][CH:17]=2)[N:12]([C:19]2[CH:24]=[CH:23][CH:22]=[CH:21][CH:20]=2)[CH2:11][C:10]=1[C:25](OCC)=[O:26]>C1(C)C=CC=CC=1.[O-2].[O-2].[Mn+4]>[CH3:7][C:5]1[O:4][N:3]=[C:2]([NH:1][C:25]([C:10]2[C:9](=[O:8])[C:18]3[C:13](=[CH:14][CH:15]=[CH:16][CH:17]=3)[N:12]([C:19]3[CH:24]=[CH:23][CH:22]=[CH:21][CH:20]=3)[CH:11]=2)=[O:26])[CH:6]=1 |f:3.4.5|. Starting materials: COC=1C=C(C=C(C1OC)OC)C1=CC(=NC=C1)C(=O)O (4-(3,4,5-Trimethoxyphenyl)pyridine-2-carboxylic acid), Cl.C(C)N=C=NCCCN(C)C (1-ethyl-3-(3-dimethylaminopropyl)carbodiimide hydrochloride). The solvent is CO (methanol), ClCCl (dichloromethane). Run at time 3 hour. Yields the product COC=1C=C(C=C(C1OC)OC)C1=CC(=NC=C1)C(=O)OC (Methyl 4-(3,4,5-Trimethoxyphenyl)pyridine-2-carboxylate). As a reaction SMILES: [CH3:1][O:2][C:3]1[CH:4]=[C:5]([C:13]2[CH:18]=[CH:17][N:16]=[C:15]([C:19]([OH:21])=[O:20])[CH:14]=2)[CH:6]=[C:7]([O:11][CH3:12])[C:8]=1[O:9][CH3:10].Cl.[CH2:23](N=C=NCCCN(C)C)C>CO.ClCCl>[CH3:12][O:11][C:7]1[CH:6]=[C:5]([C:13]2[CH:18]=[CH:17][N:16]=[C:15]([C:19]([O:21][CH3:23])=[O:20])[CH:14]=2)[CH:4]=[C:3]([O:2][CH3:1])[C:8]=1[O:9][CH3:10] |f:1.2|. Procedure details: 4-(3,4,5-Trimethoxyphenyl)pyridine-2-carboxylic acid (587 mg) was dissolved in methanol (2 mL) and dichloromethane (8 mL), and to the solution 1-ethyl-3-(3-dimethylaminopropyl)carbodiimide hydrochloride (583 mg) was added, and the mixture was stirred at room temperature for 3 hours. The reaction mixture was concentrated under reduced pressure, and the residue was diluted with ethyl acetate. After the organic layer was washed with saturated brine, dried over anhydrous sodium sulfate and concentra... Conditions: time 1 hour. Reported procedure: N,N,N′,N′-Tetramethyl-O-(benzotriazol-1-yl)uronium tetrafluoroborate (43 mg, 0.13 mmol) is added to a solution of 2-(4-(4-cyanophenyl)-2,5-dioxo-1-(3-(trifluoro-methyl)phenyl)-6,7-dihydro-1H-cyclopenta[d]pyrimidin-3(2H,4H,5H)-yl)acetic acid (example 4, 60 mg, 0.13 mmol) and N,N-diisopropylethylamine (50 μL, 0.29 mmol) in N,N-dimethylformamide (0.5 mL). After 20 min aqueous ammonia (32%, 8 μL, 0.13 mmol) added and the mixture is stirred at room temperature for 1 h. The mixture is purified by reve... As a reaction SMILES: F[B-](F)(F)F.C[N+:7](C)=C(N(C)C)ON1C2C=CC=CC=2N=N1.[C:23]([C:25]1[CH:30]=[CH:29][C:28]([CH:31]2[N:36]([CH2:37][C:38](O)=[O:39])[C:35](=[O:41])[N:34]([C:42]3[CH:47]=[CH:46][CH:45]=[C:44]([C:48]([F:51])([F:50])[F:49])[CH:43]=3)[C:33]3[CH2:52][CH2:53][C:54](=[O:55])[C:32]2=3)=[CH:27][CH:26]=1)#[N:24].C(N(CC)C(C)C)(C)C.N>CN(C)C=O>[C:23]([C:25]1[CH:26]=[CH:27][C:28]([CH:31]2[N:36]([CH2:37][C:38]([NH2:7])=[O:39])[C:35](=[O:41])[N:34]([C:42]3[CH:47]=[CH:46][CH:45]=[C:44]([C:48]([F:49])([F:51])[F:50])[CH:43]=3)[C:33]3[CH2:52][CH2:53][C:54](=[O:55])[C:32]2=3)=[CH:29][CH:30]=1)#[N:24] |f:0.1|. Reactants: N (ammonia), F[B-](F)(F)F.C[N+](=C(ON1N=NC2=C1C=CC=C2)N(C)C)C (N,N,N′,N′-Tetramethyl-O-(benzotriazol-1-yl)uronium tetrafluoroborate), C(#N)C1=CC=C(C=C1)C1C2=C(N(C(N1CC(=O)O)=O)C1=CC(=CC=C1)C(F)(F)F)CCC2=O (2-(4-(4-cyanophenyl)-2,5-dioxo-1-(3-(trifluoro-methyl)phenyl)-6,7-dihydro-1H-cyclopenta[d]pyrimidin-3(2H,4H,5H)-yl)acetic acid), C(C)(C)N(C(C)C)CC (N,N-diisopropylethylamine). The product is C(#N)C1=CC=C(C=C1)C1C2=C(N(C(N1CC(=O)N)=O)C1=CC(=CC=C1)C(F)(F)F)CCC2=O (2-(4-(4-Cyanophenyl)-2,5-dioxo-1-(3-(trifluoromethyl)phenyl)-6,7-dihydro-1H-cyclopenta[d]pyrimidin-3(2H,4H,5H)-yl)acetamide). Solvent: CN(C=O)C (N,N-dimethylformamide). Starting materials: intermediate 27, C(C1=CC=CC=C1)OC1=C(N=C2C(OCCN2C1=O)(C)C)C(=O)O (3-(benzyloxy)-9,9-dimethyl-4-oxo-4,6,7,9-tetrahydropyrimido-[2,1-c][1,4]oxazine-2-carboxylic acid), intermediate 38, NCC1=C(C(=O)OC)C=C(C=C1)F (methyl 2-(aminomethyl)-5-fluorobenzoate). The product is C(C1=CC=CC=C1)OC1=C(N=C2C(OCCN2C1=O)(C)C)C(=O)NCC1=C(C(=O)OC)C=C(C=C1)F (Methyl 2-((3-(benzyloxy)-9,9-dimethyl-4-oxo-4,6,7,9-tetrahydropyrimido[2,1-c][1,4]oxazine-2-carboxamido)methyl)-5-fluorobenzoate). As a reaction SMILES: [CH2:1]([O:8][C:9]1[C:18](=[O:19])[N:17]2[C:12]([C:13]([CH3:21])([CH3:20])[O:14][CH2:15][CH2:16]2)=[N:11][C:10]=1[C:22](O)=[O:23])[C:2]1[CH:7]=[CH:6][CH:5]=[CH:4][CH:3]=1.[NH2:25][CH2:26][C:27]1[CH:36]=[CH:35][C:34]([F:37])=[CH:33][C:28]=1[C:29]([O:31][CH3:32])=[O:30]>>[CH2:1]([O:8][C:9]1[C:18](=[O:19])[N:17]2[C:12]([C:13]([CH3:20])([CH3:21])[O:14][CH2:15][CH2:16]2)=[N:11][C:10]=1[C:22]([NH:25][CH2:26][C:27]1[CH:36]=[CH:35][C:34]([F:37])=[CH:33][C:28]=1[C:29]([O:31][CH3:32])=[O:30])=[O:23])[C:2]1[CH:7]=[CH:6][CH:5]=[CH:4][CH:3]=1. Procedure: The title compound can be prepared from intermediate 27, 3-(benzyloxy)-9,9-dimethyl-4-oxo-4,6,7,9-tetrahydropyrimido-[2,1-c][1,4]oxazine-2-carboxylic acid and intermediate 38, methyl 2-(aminomethyl)-5-fluorobenzoate. 1H NMR (CDCl3, 500 MHz) δ ppm: 1.61 (6H, s, gem-Me), 3.88 (3H, s, OMe), 3.97 (2H, t, J=5.5 Hz, CH2), 4.02 (2H, t, J=5.5 Hz, CH2), 4.73 (2H, d, J=6.7 Hz, NCH2), 5.25 (2H, s, OCH2), 7.19 (1H, dt, J=3, 8.5 Hz, Ar—H), 7.27–7.31 (3H, m, Ar—Hs), 7.48–7.50 (2H, m, Ar—Hs), 7.61 (1H, dd, J=5... Starting materials: BrCC(=O)C1=CC(=C(C=C1)Cl)Cl (2-bromo-1-(3,4-dichlorophenyl)ethanone), B([C@H]1C[C@H]2C[C@@H]([C@@H]1C)C2(C)C)([C@H]3C[C@H]4C[C@@H]([C@@H]3C)C4(C)C)Cl ((+)-B-chlorodiisopinocampheyl-borane), B([C@H]1C[C@H]2C[C@@H]([C@@H]1C)C2(C)C)([C@H]3C[C@H]4C[C@@H]([C@@H]3C)C4(C)C)Cl ((+)-B-chlorodiisopinocampheyl-borane). Solvent: C1CCOC1 (THF). Reaction conditions: temperature 0 celsius, time 6 hour. Yields the product BrCC(O)C1=CC(=C(C=C1)Cl)Cl (2-bromo-1-(3,4-dichlorophenyl)ethanol). The yield is 84.7%. As a reaction SMILES: [Br:1][CH2:2][C:3]([C:5]1[CH:10]=[CH:9][C:8]([Cl:11])=[C:7]([Cl:12])[CH:6]=1)=[O:4].B(Cl)([C@@H]1[C@@H](C)[C@H]2C(C)(C)[C@H](C2)C1)[C@@H]1[C@@H](C)[C@H]2C(C)(C)[C@H](C2)C1>C1COCC1>[Br:1][CH2:2][CH:3]([C:5]1[CH:10]=[CH:9][C:8]([Cl:11])=[C:7]([Cl:12])[CH:6]=1)[OH:4]. Procedure: To a 0° C. solution of 13 g (49 mmol) 2-bromo-1-(3,4-dichlorophenyl)ethanone in 250 ml THF was added 17 g (53 mmol) (+)-B-chlorodiisopinocampheyl-borane. The reaction mixture was stirred 6 hours at 0° C., then allowed to warm to room temperature and stir 14 hours. An additional 2 g (6 mmol) of (+)-B-chlorodiisopinocampheyl-borane was added and the reaction mixture stirred 4 more hours, then concentrated in vacuo. To this was added 250 ml ether and 10 ml diethanolamine and the resulting slurry st... Starting materials: ClC(C=O)(Cl)Cl (trichloro-acetaldehyde), ClC1=CC=CC=C1 (chlorobenzene), [Cl-].[Al+3].[Cl-].[Cl-] (Aluminium chloride), ice water. Conditions: temperature 1 celsius. Yields the product ClC(C(O)C1=CC=C(C=C1)Cl)(Cl)Cl (2,2,2-Trichloro-1-(4-chloro-phenyl)-ethanol). Reaction SMILES: [Cl:1][C:2]([Cl:6])([Cl:5])[CH:3]=[O:4].[Cl-].[Al+3].[Cl-].[Cl-].[Cl:11][C:12]1[CH:17]=[CH:16][CH:15]=[CH:14][CH:13]=1>>[Cl:1][C:2]([Cl:6])([Cl:5])[CH:3]([C:15]1[CH:16]=[CH:17][C:12]([Cl:11])=[CH:13][CH:14]=1)[OH:4] |f:1.2.3.4|. Procedure: A mixture of chlorobenzene (1400 g) and trichloro-acetaldehyde (384 g) is stirred at 0-2° C. Aluminium chloride (274 g) is added in portions over 110 minutes at the same temperature. Occasionally cooling is necessary. The reaction mixture is stirred at 0-5° C. for 5 hours. The reaction mixture is poured into ice/water (3000 g). The organic phase is separated, washed three times with water (500 g each), dried (sodium sulfate) and evaporated. 2,2,2-Trichloro-1-(4-chloro-phenyl)-ethanol is obtained... Reactants: NC=1SC(=CC1C(=O)N)C=1C=NC(=CC1)N1CCCCC1 (2-amino-5-(6-piperidin-1-ylpyridin-3-yl)thiophene-3-carboxamide), BrC1=CC=CC(=N1)C(CO)N1CCOCC1 (2-(6-bromopyridin-2-yl)-2-morpholin-4-ylethanol). Product: OCC(N1CCOCC1)C1=CC=CC(=N1)NC=1SC(=CC1C(=O)N)C=1C=NC(=CC1)N1CCCCC1 (2-{[6-(2-Hydroxy-1-morpholin-4-ylethyl)pyridine-2-yl]amino}-5-(6-piperidin-1-ylpyridin-3-yl)thiophene-3-carboxamide). Reaction SMILES: [NH2:1][C:2]1[S:3][C:4]([C:10]2[CH:11]=[N:12][C:13]([N:16]3[CH2:21][CH2:20][CH2:19][CH2:18][CH2:17]3)=[CH:14][CH:15]=2)=[CH:5][C:6]=1[C:7]([NH2:9])=[O:8].Br[C:23]1[N:28]=[C:27]([CH:29]([N:32]2[CH2:37][CH2:36][O:35][CH2:34][CH2:33]2)[CH2:30][OH:31])[CH:26]=[CH:25][CH:24]=1>>[OH:31][CH2:30][CH:29]([C:27]1[N:28]=[C:23]([NH:1][C:2]2[S:3][C:4]([C:10]3[CH:11]=[N:12][C:13]([N:16]4[CH2:21][CH2:20][CH2:19][CH2:18][CH2:17]4)=[CH:14][CH:15]=3)=[CH:5][C:6]=2[C:7]([NH2:9])=[O:8])[CH:24]=[CH:25][CH:26]=1)[N:32]1[CH2:37][CH2:36][O:35][CH2:34][CH2:33]1. Procedure details: The title compound was prepared by using the procedure listed in Example 1 with 2-amino-5-(6-piperidin-1-ylpyridin-3-yl)thiophene-3-carboxamide (70 mg, 0.23 mmol) and 2-(6-bromopyridin-2-yl)-2-morpholin-4-ylethanol (Example 141, Step 1) (66 mg, 0.23 mmol) as the starting materials. Reactants: CC(c1ccc(Br)cc1)N1CCCC(CC2(C)CO2)(c2ccccc2)OC1=O, C1CCOC1. Yields the product CC(c1ccc(Br)cc1)N1CCCC(CC(C)(C)O)(c2ccccc2)OC1=O. As a reaction SMILES: [Br:1][c:2]1[cH:3][cH:4][c:5]([CH:8]([CH3:9])[N:10]2[C:11](=[O:28])[O:12][C:13]([c:17]3[cH:18][cH:19][cH:20][cH:21][cH:22]3)([CH2:23][C:24]3([CH3:27])[O:25][CH2:26]3)[CH2:14][CH2:15][CH2:16]2)[cH:6][cH:7]1.[CH2:29]1[O:30][CH2:31][CH2:32][CH2:33]1>>[Br:1][c:2]1[cH:3][cH:4][c:5]([CH:8]([CH3:9])[N:10]2[C:11](=[O:28])[O:12][C:13]([c:17]3[cH:18][cH:19][cH:20][cH:21][cH:22]3)([CH2:23][C:24]([OH:25])([CH3:26])[CH3:27])[CH2:14][CH2:15][CH2:16]2)[cH:6][cH:7]1.